This data is from the Open Reaction Database (ORD), a public repository of structured organic reaction records. The task is: describe an organic reaction: reactants, conditions, products, and yield Reactants: CC(C)(C)OC(=O)CBr, CC(C)(C)C(=O)c1cn(COCC[Si](C)(C)C)c2ncc(-c3cccc(N4CCNCC4)c3)nc12, CCN(C(C)C)C(C)C, CN(C)C=O. The product is CC(C)(C)OC(=O)CN1CCN(c2cccc(-c3cnc4c(n3)c(C(=O)C(C)(C)C)cn4COCC[Si](C)(C)C)c2)CC1. Reaction SMILES: [Br:45][CH2:46][C:47](=[O:48])[O:49][C:50]([CH3:51])([CH3:52])[CH3:53].[CH3:1][C:2]([C:3](=[O:4])[c:5]1[cH:6][n:7]([CH2:26][O:27][CH2:28][CH2:29][Si:30]([CH3:31])([CH3:32])[CH3:33])[c:8]2[n:9][cH:10][c:11](-[c:14]3[cH:15][c:16]([N:20]4[CH2:21][CH2:22][NH:23][CH2:24][CH2:25]4)[cH:17][cH:18][cH:19]3)[n:12][c:13]12)([CH3:34])[CH3:35].[CH:36]([N:37]([CH:38]([CH3:39])[CH3:40])[CH2:41][CH3:42])([CH3:43])[CH3:44].[O:54]=[CH:55][N:56]([CH3:57])[CH3:58]>>[CH3:1][C:2]([C:3](=[O:4])[c:5]1[cH:6][n:7]([CH2:26][O:27][CH2:28][CH2:29][Si:30]([CH3:31])([CH3:32])[CH3:33])[c:8]2[n:9][cH:10][c:11](-[c:14]3[cH:15][c:16]([N:20]4[CH2:21][CH2:22][N:23]([CH2:46][C:47](=[O:48])[O:49][C:50]([CH3:51])([CH3:52])[CH3:53])[CH2:24][CH2:25]4)[cH:17][cH:18][cH:19]3)[n:12][c:13]12)([CH3:34])[CH3:35]. The reactants are BrC=1C=C2C(=CC1)OC=1C(=NC(=CC1C21N=C(OC1)N)Cl)F (7-bromo-3-chloro-1-fluoro-5′H-spiro[chromeno[2,3-c]pyridine-5,4′-oxazol]-2′-amine), N1=CC(=CC=C1)B(O)O (pyridin-3-ylboronic acid), P(=O)([O-])([O-])[O-].[K+].[K+].[K+] (potassium phosphate), N1=CC(=CC=C1)B(O)O (pyridin-3-ylboronic acid), C(Cl)Cl (DCM). Reagents/catalysts: CC(C)(C)P(C1=CC=C(C=C1)N(C)C)C(C)(C)C.CC(C)(C)P(C1=CC=C(C=C1)N(C)C)C(C)(C)C.Cl[Pd]Cl (bis-(di-tert-butyl(4-dimethylaminophenyl)phosphine)dichloropalladium(ii)). The solvent is O1CCOCC1.O (dioxane water), C(Cl)Cl.CO (DCM MeOH). The product is FC1=NC(=CC2=C1OC1=CC=C(C=C1C21N=C(OC1)N)C=1C=NC=CC1)C=1C=NC=CC1 (1-fluoro-3,7-di(pyridin-3-yl)-5′H-spiro[chromeno[2,3-c]pyridine-5,4′-oxazol]-2′-amine). As a reaction SMILES: Br[C:2]1[CH:3]=[C:4]2[C:15]3([CH2:19][O:18][C:17]([NH2:20])=[N:16]3)[C:14]3[CH:13]=[C:12](Cl)[N:11]=[C:10]([F:22])[C:9]=3[O:8][C:5]2=[CH:6][CH:7]=1.[N:23]1[CH:28]=[CH:27][CH:26]=[C:25](B(O)O)[CH:24]=1.P([O-])([O-])([O-])=O.[K+].[K+].[K+].C(Cl)Cl>O1CCOCC1.O.CC(P(C(C)(C)C)C1C=CC(N(C)C)=CC=1)(C)C.CC(P(C(C)(C)C)C1C=CC(N(C)C)=CC=1)(C)C.Cl[Pd]Cl.C(Cl)Cl.CO>[F:22][C:10]1[C:9]2[O:8][C:5]3[C:4]([C:15]4([CH2:19][O:18][C:17]([NH2:20])=[N:16]4)[C:14]=2[CH:13]=[C:12]([C:9]2[CH:10]=[N:11][CH:12]=[CH:13][CH:14]=2)[N:11]=1)=[CH:3][C:2]([C:25]1[CH:24]=[N:23][CH:28]=[CH:27][CH:26]=1)=[CH:7][CH:6]=3 |f:2.3.4.5,7.8,9.10.11,12.13|. Procedure details: A mixture of 7-bromo-3-chloro-1-fluoro-5′H-spiro[chromeno[2,3-c]pyridine-5,4′-oxazol]-2′-amine (40.0 mg, 0.104 mmol), pyridin-3-ylboronic acid (21.73 mg, 0.177 mmol), bis-(di-tert-butyl(4-dimethylaminophenyl)phosphine)dichloropalladium(ii) (2.95 mg, 4.16 μmol) and potassium phosphate (66.2 mg, 0.312 mmol) in 1.5 ml of dioxane/water=2:1 was heated at 120 C microwave for 20 min. LCMS showed mostly conversion to the mono coupling product. 10 mg of pyridin-3-ylboronic acid (21.73 mg, 0.177 mmol) was... Starting materials: CCO, [K+], [OH-], O=S(=O)(c1ccccc1)n1cc(CCCCN2CCN(c3ccc4c(c3)OCCO4)CC2)c2cc(Br)ccc21. Product: Brc1ccc2[nH]cc(CCCCN3CCN(c4ccc5c(c4)OCCO5)CC3)c2c1. As a reaction SMILES: [CH3:42][CH2:43][OH:44].[K+:41].[OH-:40].[c:1]1([S:2](=[O:3])(=[O:4])[n:10]2[cH:11][c:12]([CH2:20][CH2:21][CH2:22][CH2:23][N:24]3[CH2:25][CH2:26][N:27]([c:30]4[cH:31][c:32]5[c:33]([cH:38][cH:39]4)[O:34][CH2:35][CH2:36][O:37]5)[CH2:28][CH2:29]3)[c:13]3[cH:14][c:15]([Br:19])[cH:16][cH:17][c:18]23)[cH:5][cH:6][cH:7][cH:8][cH:9]1>>[nH:10]1[cH:11][c:12]([CH2:20][CH2:21][CH2:22][CH2:23][N:24]2[CH2:25][CH2:26][N:27]([c:30]3[cH:31][c:32]4[c:33]([cH:38][cH:39]3)[O:34][CH2:35][CH2:36][O:37]4)[CH2:28][CH2:29]2)[c:13]2[cH:14][c:15]([Br:19])[cH:16][cH:17][c:18]12. Reactants: ClCCl (dichloromethane), C(C)(=O)OCC (ethyl acetate), OCC=1C=C2COC(C2=CC1)=O (5-(Hydroxymethyl)-1 (3H)-isobenzofuranone). The reagents and catalysts are [O-2].[O-2].[Mn+4] (manganese dioxide), [O-2].[O-2].[Mn+4] (manganese dioxide). Run in O1CCCC1 (tetrahydrofuran). Reaction conditions: time 30 minute. The product is O=C1OCC2=CC(=CC=C12)C=O (1-Oxo-1,3-dihydroisobenzofuran-5-carbaldehyde). The yield is 69.3%. RXN SMILES: [OH:1][CH2:2][C:3]1[CH:4]=[C:5]2[C:9](=[CH:10][CH:11]=1)[C:8](=[O:12])[O:7][CH2:6]2.C(OCC)(=O)C.ClCCl>O1CCCC1.[O-2].[O-2].[Mn+4]>[O:12]=[C:8]1[C:9]2[C:5](=[CH:4][C:3]([CH:2]=[O:1])=[CH:11][CH:10]=2)[CH2:6][O:7]1 |f:4.5.6|. Procedure details: 5-(Hydroxymethyl)-1 (3H)-isobenzofuranone (2.94 g, 17.9 mmol) obtained from Example 4-(2) was dissolved in tetrahydrofuran (100 ml), and activated manganese dioxide (31 g) was added thereto. The mixture was stirred at room temperature for 30 minutes, and an additional amount of activated manganese dioxide (3 g) was added thereto. The resulting mixture was stirred for a further 30 minutes and then filtered. The solid filtered off was washed with tetrahydrofuran, and the washings were combined wit... Reactants: NC=1C=CC=C2C=CN(C(C12)=O)C (8-amino-2-methylisoquinolin-1(2H)-one), ClC1=NC(=NC=C1C(F)(F)F)NC1=CC=C(CP(OCC)(OCC)=O)C=C1 (diethyl (4-{[4-chloro-5-(trifluoromethyl)pyrimidin-2-yl]amino}benzyl)phosphonate), NC=1C=CC=C2C=CN(C(C12)=O)C (8-amino-2-methylisoquinolin-1(2H)-one). Yields the product CN1C(C2=C(C=CC=C2C=C1)NC1=NC(=NC=C1C(F)(F)F)NC1=CC=C(CP(OCC)(OCC)=O)C=C1)=O (Diethyl [4-({4-[(2-methyl-1-oxo-1,2-dihydroisoquinolin-8-yl)amino]-5-(trifluoromethyl)pyrimidin-2-yl}amino)benzyl]phosphonate), title material. Reaction SMILES: Cl[C:2]1[C:7]([C:8]([F:11])([F:10])[F:9])=[CH:6][N:5]=[C:4]([NH:12][C:13]2[CH:27]=[CH:26][C:16]([CH2:17][P:18](=[O:25])([O:22][CH2:23][CH3:24])[O:19][CH2:20][CH3:21])=[CH:15][CH:14]=2)[N:3]=1.[NH2:28][C:29]1[CH:30]=[CH:31][CH:32]=[C:33]2[C:38]=1[C:37](=[O:39])[N:36]([CH3:40])[CH:35]=[CH:34]2>>[CH3:40][N:36]1[CH:35]=[CH:34][C:33]2[C:38](=[C:29]([NH:28][C:2]3[C:7]([C:8]([F:11])([F:10])[F:9])=[CH:6][N:5]=[C:4]([NH:12][C:13]4[CH:14]=[CH:15][C:16]([CH2:17][P:18](=[O:25])([O:22][CH2:23][CH3:24])[O:19][CH2:20][CH3:21])=[CH:26][CH:27]=4)[N:3]=3)[CH:30]=[CH:31][CH:32]=2)[C:37]1=[O:39]. Procedure details: The title product was prepared according to the procedure for Example 102 using diethyl (4-{[4-chloro-5-(trifluoromethyl)pyrimidin-2-yl]amino}benzyl)phosphonate (203.1 mg, 0.4793 mmol) and 8-amino-2-methylisoquinolin-1(2H)-one (Compound 131A, 100.0 mg, 0.5740 mmol). The crude product was purified using the Teledyne/ISCO Combiflash system, eluting with 0-5% MeOH:CH2Cl2. The desired fractions were pooled together and concentrated in vacuo, yielding the title material as a yellow solid, 225.9 mg (8...